Dataset: the Open Reaction Database (ORD), a public repository of structured organic reaction records. Task: describe an organic reaction: reactants, conditions, products, and yield Procedure: Compound 73 was prepared using the same method as that of Example 1 except that 4-(3-chlorophenyl)piperazin-1-ylethylamine and 5-methylpyrazole-3-carbaldehyde were used. Starting materials: ClC=1C=C(C=CC1)N1CCN(CC1)CCN (4-(3-chlorophenyl)piperazin-1-ylethylamine), CC1=CC(=NN1)C=O (5-methylpyrazole-3-carbaldehyde). Reaction SMILES: [Cl:1][C:2]1[CH:3]=[C:4]([N:8]2[CH2:13][CH2:12][N:11]([CH2:14][CH2:15][NH2:16])[CH2:10][CH2:9]2)[CH:5]=[CH:6][CH:7]=1.[CH3:17][C:18]1[NH:22][N:21]=[C:20]([CH:23]=O)[CH:19]=1>>[Cl:1][C:2]1[CH:3]=[C:4]([N:8]2[CH2:9][CH2:10][N:11]([CH2:14][CH2:15][NH:16][CH2:23][C:20]3[CH:19]=[C:18]([CH3:17])[NH:22][N:21]=3)[CH2:12][CH2:13]2)[CH:5]=[CH:6][CH:7]=1. Yield: 60.4%. Yields the product ClC=1C=C(C=CC1)N1CCN(CC1)CCNCC1=NNC(=C1)C (3-{2-[4-(3-chlorophenyl)piperazin-1-yl]ethyl}aminomethyl-5-methylpyrazole). Starting materials: BrCc1cccnc1, O=C([O-])[O-], CCOC(C)=O, [K+], [K+], CN(C)C=O, O=c1cc(O)ccn1CCc1ccc(CO)cc1. The product is O=c1cc(OCc2cccnc2)ccn1CCc1ccc(CO)cc1. As a reaction SMILES: [Br:19][CH2:20][c:21]1[cH:22][n:23][cH:24][cH:25][cH:26]1.[C:27](=[O:28])([O-:29])[O-:30].[CH3:38][CH2:39][O:40][C:41]([CH3:42])=[O:43].[K+:31].[K+:32].[O:33]=[CH:34][N:35]([CH3:36])[CH3:37].[OH:1][c:2]1[cH:3][c:4](=[O:18])[n:5]([CH2:8][CH2:9][c:10]2[cH:11][cH:12][c:13]([CH2:16][OH:17])[cH:14][cH:15]2)[cH:6][cH:7]1>>[O:1]([c:2]1[cH:3][c:4](=[O:18])[n:5]([CH2:8][CH2:9][c:10]2[cH:11][cH:12][c:13]([CH2:16][OH:17])[cH:14][cH:15]2)[cH:6][cH:7]1)[CH2:20][c:21]1[cH:22][n:23][cH:24][cH:25][cH:26]1.